From a dataset of the Open Reaction Database (ORD), a public repository of structured organic reaction records. describe an organic reaction: reactants, conditions, products, and yield Reaction conditions: temperature 26 celsius, time 16 hour. Yield: 44.9%. The product is C1(=CC=CC=C1)P1(N(CC2=C1C=CC=C2)C(CCl)=O)=O (1-phenyl-2-chloroacetyl-2,3-dihydro-1H-2,1-benzazaphosphole-1-oxide). Starting materials: ClCC(=O)Cl (Chloroacetyl chloride), C1(=CC=CC=C1)P1(NCC2=C1C=CC=C2)=O (1-phenyl-2,3-dihydro-1H-2,1-benzazaphosphole-1-oxide), N12CCCN=CC2CCCC1 (1,5-diazabicyclo[5.4.0]undec-5-ene), O1CCCC1 (tetrahydrofuran), crude product. The solvent is C(C)OCC (diethyl ether). Procedure details: Chloroacetyl chloride (0.8 g, 0.0072 mol) was added to a suspension of 1-phenyl-2,3-dihydro-1H-2,1-benzazaphosphole-1-oxide (1.5 g, 0.00656 mol) and 1,5-diazabicyclo[5.4.0]undec-5-ene in 25 ml. of tetrahydrofuran with constant stirring. The reaction mixture was heated at reflux for 30 minutes, then stirred for 16 hours at 26° C. The reaction mixture was concentrated using a rotary evaporator and the residue was partitioned between chloroform and water. The chloroform layer was separated, and was... As a reaction SMILES: [Cl:1][CH2:2][C:3](Cl)=[O:4].[C:6]1([P:12]2(=[O:21])[C:16]3[CH:17]=[CH:18][CH:19]=[CH:20][C:15]=3[CH2:14][NH:13]2)[CH:11]=[CH:10][CH:9]=[CH:8][CH:7]=1.N12CCCCC1C=NCCC2.O1CCCC1>C(OCC)C>[C:6]1([P:12]2(=[O:21])[C:16]3[CH:17]=[CH:18][CH:19]=[CH:20][C:15]=3[CH2:14][N:13]2[C:3](=[O:4])[CH2:2][Cl:1])[CH:7]=[CH:8][CH:9]=[CH:10][CH:11]=1. The reactants are [Mg] (magnesium), BrC1=CC=C(C=C1)OC (p-bromoanisole), COC1=CC=C(C=C1)[Mg]Br (p-methoxyphenyl magnesium bromide), O([Si](C)(C)C(C)(C)C)C1=CC=C(C=C1)C1=C(C(C2=CC=CC=C12)=O)C(=O)OCC (ethyl 3-(4-t-butyldimethylsiloxyphenyl)-1-oxoindene-2-carboxylate). Solvent: CCOCC (Et2O), CCOCC.C1CCOC1 (Et2O THF). Conditions: time 5 minute. Yields the product O([Si](C)(C)C(C)(C)C)C1=CC=C(C=C1)C1=C(C(C2=CC=CC=C12)(C1=CC=C(C=C1)OC)O)C(=O)OCC (Ethyl(1RS)-3-(4-t-Butyldimethylsiloxyphenyl)-1-hydroxy-1-(4-methoxyphenyl)indene-2-carboxylate). Yield: 113.8%. Reaction SMILES: [Mg].Br[C:3]1[CH:8]=[CH:7][C:6]([O:9][CH3:10])=[CH:5][CH:4]=1.COC1C=CC([Mg]Br)=CC=1.[O:21]([C:29]1[CH:34]=[CH:33][C:32]([C:35]2[C:43]3[C:38](=[CH:39][CH:40]=[CH:41][CH:42]=3)[C:37](=[O:44])[C:36]=2[C:45]([O:47][CH2:48][CH3:49])=[O:46])=[CH:31][CH:30]=1)[Si:22]([C:25]([CH3:28])([CH3:27])[CH3:26])([CH3:24])[CH3:23]>CCOCC.CCOCC.C1COCC1>[O:21]([C:29]1[CH:30]=[CH:31][C:32]([C:35]2[C:43]3[C:38](=[CH:39][CH:40]=[CH:41][CH:42]=3)[C:37]([OH:44])([C:3]3[CH:8]=[CH:7][C:6]([O:9][CH3:10])=[CH:5][CH:4]=3)[C:36]=2[C:45]([O:47][CH2:48][CH3:49])=[O:46])=[CH:33][CH:34]=1)[Si:22]([C:25]([CH3:28])([CH3:27])[CH3:26])([CH3:24])[CH3:23] |f:5.6|. Procedure: To dry magnesium turnings (119 mg, 4.9 mmol) under an argon atmosphere was added, portionwise, a solution of p-bromoanisole (0.61 ml, 4.9 mmol) in 9:1 Et2O/THF (10 ml). The resulting p-methoxyphenyl magnesium bromide solution was added to a solution of ethyl 3-(4-t-butyldimethylsiloxyphenyl)-1-oxoindene-2-carboxylate (1.00 g, 2.5 mmol) in Et2O (60 ml) under an argon atmosphere at 0° C. The resulting mixture was allowed to warm to room temperature and was stirred for 5 min. The mixture was partit...